Dataset: the Open Reaction Database (ORD), a public repository of structured organic reaction records. Task: describe an organic reaction: reactants, conditions, products, and yield The reactants are OC1=C(C=NC2=C(C(=C(C=C12)OC)OC)OC)C#N (4-hydroxy-6,7,8-trimethoxy-quinoline-3-carbonitrile), P(=O)(Cl)(Cl)Cl (phosphorous oxychloride). Reagents/catalysts: CN(C=O)C (N,N-dimethylformamide). The product is ClC1=C(C=NC2=C(C(=C(C=C12)OC)OC)OC)C#N (4-chloro-6,7,8-trimethoxy-quinoline-3-carbonitrile). Reaction SMILES: O[C:2]1[C:11]2[C:6](=[C:7]([O:16][CH3:17])[C:8]([O:14][CH3:15])=[C:9]([O:12][CH3:13])[CH:10]=2)[N:5]=[CH:4][C:3]=1[C:18]#[N:19].P(Cl)(Cl)([Cl:22])=O>CN(C)C=O>[Cl:22][C:2]1[C:11]2[C:6](=[C:7]([O:16][CH3:17])[C:8]([O:14][CH3:15])=[C:9]([O:12][CH3:13])[CH:10]=2)[N:5]=[CH:4][C:3]=1[C:18]#[N:19]. Procedure details: A stirred mixture of 1.30 g of 4-hydroxy-6,7,8-trimethoxy-quinoline-3-carbonitrile, 10 ml of phosphorous oxychloride, and 1 drop of N,N-dimethylformamide was refluxed for 10 minutes and evaporated free of volatile matter. The residue was stirred with 20 ml of 5% methyl alcohol in ethyl acetate. The product was collected and dried to give 1.12 g of 4-chloro-6,7,8-trimethoxy-quinoline-3-carbonitrile as a solid, mp 161-163° C.; mass spectrum (EI, m/e): M 278.0452. The reactants are ClC(=O)OC1=CC=CC=C1 (phenyl chloroformate), solution, OCCCNC(=O)OCC(OC)COC(NCC1=NC=CC=C1)=O (1-O-(3-hydroxy)propylcarbamoyl-2-O-methyl-3-O-(2-pyridyl)methylcarbamoylglycerol), N1=CC=CC=C1 (pyridine), C(CCCCCCCCCCCCCCCCC)N (octadecylamine). The solvent is C(Cl)Cl (methylene chloride). Run at time 15 minute. Yields the product COC(COC(NCCCOC(NC(CC)CCCCCCCCCCCCCCC)=O)=O)COC(NCC1=NC=CC=C1)=O (2-O-methyl-1-O-(3-octadecylcarbamoyloxy)propylcarbamoyl-3-O-(2-pyridyl)methylcarbamoylglycerol). Isolated yield 55.4%. As a reaction SMILES: ClC([O:4][C:5]1C=CC=CC=1)=O.[OH:11][CH2:12][CH2:13][CH2:14][NH:15][C:16]([O:18][CH2:19][CH:20]([CH2:23][O:24][C:25](=[O:34])[NH:26][CH2:27][C:28]1[CH:33]=[CH:32][CH:31]=[CH:30][N:29]=1)[O:21][CH3:22])=[O:17].[N:35]1C=CC=CC=1.[CH2:41](N)[CH2:42][CH2:43][CH2:44][CH2:45][CH2:46][CH2:47][CH2:48][CH2:49][CH2:50][CH2:51][CH2:52][CH2:53][CH2:54][CH2:55][CH2:56][CH2:57][CH3:58]>C(Cl)Cl>[CH3:22][O:21][CH:20]([CH2:23][O:24][C:25](=[O:34])[NH:26][CH2:27][C:28]1[CH:33]=[CH:32][CH:31]=[CH:30][N:29]=1)[CH2:19][O:18][C:16](=[O:17])[NH:15][CH2:14][CH2:13][CH2:12][O:11][C:5](=[O:4])[NH:35][CH:43]([CH2:44][CH2:45][CH2:46][CH2:47][CH2:48][CH2:49][CH2:50][CH2:51][CH2:52][CH2:53][CH2:54][CH2:55][CH2:56][CH2:57][CH3:58])[CH2:42][CH3:41]. Procedure details: 1.56 g of phenyl chloroformate was added dropwise to 50 ml of a solution of 2.9 g of 1-O-(3-hydroxy)propylcarbamoyl-2-O-methyl-3-O-(2-pyridyl)methylcarbamoylglycerol and 1.3 g of pyridine in methylene chloride under cooling with ice and the mixture was stirred for 15 min. The reaction solution was washed with a saturated aqueous solution of sodium hydrogen-carbonate and then with water and dried over anhydrous magnesium sulfate. The solvent was removed and a residue thus formed was mixed with 3 ... Starting materials: C1CCOC1, COc1ccc(COCC(C)C(O[Si](C)(C)C(C)(C)C)C(C)CCC(=O)N2C(=O)OCC2Cc2ccccc2)cc1, C[Si](C)(C)[N-][Si](C)(C)C, CI, [Na+]. Yields the product COc1ccc(COCC(C)C(O[Si](C)(C)C(C)(C)C)C(C)CC(C)C(=O)N2C(=O)OCC2Cc2ccccc2)cc1. RXN SMILES: [CH2:54]1[O:55][CH2:56][CH2:57][CH2:58]1.[CH3:11][O:12][c:13]1[cH:14][cH:15][c:16]([CH2:17][O:18][CH2:19][CH:20]([CH:21]([CH:22]([CH2:23][CH2:24][C:25](=[O:26])[N:27]2[C:28](=[O:39])[O:29][CH2:30][CH:31]2[CH2:32][c:33]2[cH:34][cH:35][cH:36][cH:37][cH:38]2)[CH3:40])[O:41][Si:42]([CH3:43])([CH3:44])[C:45]([CH3:46])([CH3:47])[CH3:48])[CH3:49])[cH:50][cH:51]1.[CH3:2][Si:3]([N-:4][Si:5]([CH3:6])([CH3:7])[CH3:8])([CH3:9])[CH3:10].[CH3:52][I:53].[Na+:1]>>[CH3:2][CH:24]([CH2:23][CH:22]([CH:21]([CH:20]([CH2:19][O:18][CH2:17][c:16]1[cH:15][cH:14][c:13]([O:12][CH3:11])[cH:51][cH:50]1)[CH3:49])[O:41][Si:42]([CH3:43])([CH3:44])[C:45]([CH3:46])([CH3:47])[CH3:48])[CH3:40])[C:25](=[O:26])[N:27]1[C:28](=[O:39])[O:29][CH2:30][CH:31]1[CH2:32][c:33]1[cH:34][cH:35][cH:36][cH:37][cH:38]1. Starting materials: BrC1=C2C(=NC=C1)NC(=C2)C2=CCN(CC2)C(=O)OC(C)(C)C (tert-butyl 4-(4-bromo-1H-pyrrolo[2,3-b]pyridin-2-yl)-5,6-dihydropyridine-1(2H)-carboxylate), CNC1=NC=CC=C1B1OC(C(O1)(C)C)(C)C (N-methyl-3-(4,4,5,5-tetramethyl-1,3,2-dioxaborolan-2-yl)pyridin-2-amine), C1(CCCCC1)P(C1CCCCC1)C1CCCCC1 (tricyclohexylphosphine), C([O-])([O-])=O.[Cs+].[Cs+] (cesium carbonate). Reagents/catalysts: Cl[Pd]([P](C1=CC=CC=C1)(C2=CC=CC=C2)C3=CC=CC=C3)([P](C4=CC=CC=C4)(C5=CC=CC=C5)C6=CC=CC=C6)Cl (bis(triphenylphosphine)palladium(II) chloride). The solvent is O1CCOCC1 (Dioxane). Reaction conditions: temperature 100 celsius. Product: CNC1=NC=CC=C1C1=C2C(=NC=C1)NC(=C2)C2=CCN(CC2)C(=O)OC(C)(C)C (tert-butyl 4-(4-(2-(methylamino)pyridin-3-yl)-1H-pyrrolo[2,3-b]pyridin-2-yl)-5,6-dihydropyridine-1(2H)-carboxylate). As a reaction SMILES: Br[C:2]1[CH:7]=[CH:6][N:5]=[C:4]2[NH:8][C:9]([C:11]3[CH2:16][CH2:15][N:14]([C:17]([O:19][C:20]([CH3:23])([CH3:22])[CH3:21])=[O:18])[CH2:13][CH:12]=3)=[CH:10][C:3]=12.[CH3:24][NH:25][C:26]1[C:31](B2OC(C)(C)C(C)(C)O2)=[CH:30][CH:29]=[CH:28][N:27]=1.C1(P(C2CCCCC2)C2CCCCC2)CCCCC1.C(=O)([O-])[O-].[Cs+].[Cs+]>Cl[Pd](Cl)([P](C1C=CC=CC=1)(C1C=CC=CC=1)C1C=CC=CC=1)[P](C1C=CC=CC=1)(C1C=CC=CC=1)C1C=CC=CC=1.O1CCOCC1>[CH3:24][NH:25][C:26]1[C:31]([C:2]2[CH:7]=[CH:6][N:5]=[C:4]3[NH:8][C:9]([C:11]4[CH2:16][CH2:15][N:14]([C:17]([O:19][C:20]([CH3:23])([CH3:22])[CH3:21])=[O:18])[CH2:13][CH:12]=4)=[CH:10][C:3]=23)=[CH:30][CH:29]=[CH:28][N:27]=1 |f:3.4.5,^1:68,87|. Reported procedure: A mixture of Example 135D (170 mg, 0.45 mmol), N-methyl-3-(4,4,5,5-tetramethyl-1,3,2-dioxaborolan-2-yl)pyridin-2-amine (105 mg, 0.45 mmol), bis(triphenylphosphine)palladium(II) chloride (31 mg, 0.045 mmol), tricyclohexylphosphine (13 mg, 0.045 mmol) and cesium carbonate (443 mg, 1.34 mmol) in a round bottom flask was purged with nitrogen. Dioxane (10 mL) was added and the mixture was heated at 100° C. overnight. After cooling, the mixture was triturated with dichloromethane (200 mL) and filtered...